Task: describe an organic reaction: reactants, conditions, products, and yield. Dataset: the Open Reaction Database (ORD), a public repository of structured organic reaction records Starting materials: OC1C[C@H]2[C@@H](O1)CC(=C2)C=O ((3aR,6aS)-2-Hydroxy-3,3a,6,6a-tetrahydro-2H-cyclopenta[b]furan-5-carbaldehyde), C[N+]1(CCOCC1)[O-] (4-Methylmorpholine N-oxide). The reagents and catalysts are [Ru](=O)(=O)(=O)[O-].C(CC)[N+](CCC)(CCC)CCC (Tetrapropylammonium perruthenate). Run in C(Cl)Cl (CH2Cl2). Product: O=C1C[C@H]2[C@@H](O1)CC(=C2)C=O ((3aR,6aS)-2-Oxo-3,3a,6,6a-tetrahydro-2H-cyclopenta[b]furan-5-carbaldehyde). Yield: 69.5%. Reaction SMILES: [OH:1][CH:2]1[O:6][C@H:5]2[CH2:7][C:8]([CH:10]=[O:11])=[CH:9][C@H:4]2[CH2:3]1.C[N+]1([O-])CCOCC1>C(Cl)Cl.[Ru]([O-])(=O)(=O)=O.C([N+](CCC)(CCC)CCC)CC>[O:1]=[C:2]1[O:6][C@H:5]2[CH2:7][C:8]([CH:10]=[O:11])=[CH:9][C@H:4]2[CH2:3]1 |f:3.4|. Reported procedure: Purified lactol 7 (800 mg, 4.15 mmol), was dissolved in CH2Cl2 (52 ml) and stirred at r.t. 4-Methylmorpholine N-oxide (729 mg, 6.23 mmol) and 4 Å molecular sieve (2.8 g) were added as solids and the reaction mixture was stirred at r.t. for 10 min. Tetrapropylammonium perruthenate (146 mg, 0.415 mmol) was added as a solid and the reaction was stirred at r.t. for 14 hours. The reaction mixture was filtered over Celite® and the solids were washed with CH2Cl2 (3×10 ml). The organic phase was concent... The reactants are CC(C)(C)[Si](C)(C)OC1CC(C=O)N(Cc2ccccc2)C1, [Li]CCCC, Cn1cncn1, CCCCCC, C1CCOC1. Yields the product Cn1ncnc1C(O)C1CC(O[Si](C)(C)C(C)(C)C)CN1Cc1ccccc1. RXN SMILES: [CH2:12]([c:13]1[cH:14][cH:15][cH:16][cH:17][cH:18]1)[N:19]1[CH:20]([CH:32]=[O:33])[CH2:21][CH:22]([O:24][Si:25]([CH3:26])([CH3:27])[C:28]([CH3:29])([CH3:30])[CH3:31])[CH2:23]1.[CH2:7]([Li:8])[CH2:9][CH2:10][CH3:11].[CH3:1][n:2]1[n:3][cH:4][n:5][cH:6]1.[CH3:39][CH2:40][CH2:41][CH2:42][CH2:43][CH3:44].[O:34]1[CH2:35][CH2:36][CH2:37][CH2:38]1>>[CH3:1][n:2]1[n:3][cH:4][n:5][c:6]1[CH:32]([CH:20]1[N:19]([CH2:12][c:13]2[cH:14][cH:15][cH:16][cH:17][cH:18]2)[CH2:23][CH:22]([O:24][Si:25]([CH3:26])([CH3:27])[C:28]([CH3:29])([CH3:30])[CH3:31])[CH2:21]1)[OH:33].